Dataset: the Open Reaction Database (ORD), a public repository of structured organic reaction records. Task: describe an organic reaction: reactants, conditions, products, and yield Reactants: [Al+3], N#CCCCc1ccccn1, [H-], [H-], [H-], [H-], [Li+], [Na+], [OH-], O. Reaction SMILES: [Al+3:13].[C:1](#[N:2])[CH2:3][CH2:4][CH2:5][c:6]1[n:7][cH:8][cH:9][cH:10][cH:11]1.[H-:12].[H-:15].[H-:16].[H-:17].[Li+:14].[Na+:19].[OH-:18].[OH2:20]>>[CH2:1]([NH2:2])[CH2:3][CH2:4][CH2:5][c:6]1[n:7][cH:8][cH:9][cH:10][cH:11]1. Product: NCCCCc1ccccn1. Reaction SMILES: [Br:11][CH2:12][CH2:13][CH2:14][CH2:15][C:16](=[O:17])[O:18][CH2:19][CH3:20].[C:21](=[O:22])([O-:23])[O-:24].[CH2:29]([N+:30]([CH2:31][CH2:32][CH2:33][CH3:34])([CH2:35][CH2:36][CH2:37][CH3:38])[CH2:39][CH2:40][CH2:41][CH3:42])[CH2:43][CH2:44][CH3:45].[I-:28].[K+:25].[K+:26].[O:46]1[CH2:47][CH2:48][CH2:49][CH2:50]1.[OH2:27].[SH:1][c:2]1[n:3][c:4]2[c:5]([nH:6]1)[cH:7][cH:8][cH:9][cH:10]2>>[S:1]([c:2]1[n:3][c:4]2[c:5]([nH:6]1)[cH:7][cH:8][cH:9][cH:10]2)[CH2:12][CH2:13][CH2:14][CH2:15][C:16](=[O:17])[O:18][CH2:19][CH3:20]. Yields the product CCOC(=O)CCCCSc1nc2ccccc2[nH]1. Reactants: CCOC(=O)CCCCBr, O=C([O-])[O-], CCCC[N+](CCCC)(CCCC)CCCC, [I-], [K+], [K+], C1CCOC1, O, Sc1nc2ccccc2[nH]1. Run in C(C)(=O)OCC (ethyl acetate), C(C)(=O)OCC (ethyl acetate). RXN SMILES: [N:1]1([CH2:6][C:7]2[CH:12]=[CH:11][C:10]([S:13]([N:16]3[CH2:21][CH2:20][N:19]([CH2:22][CH:23]4[CH2:28][CH2:27][N:26]([C:29]5[CH:34]=[CH:33][N:32]=[CH:31][CH:30]=5)[CH2:25][CH2:24]4)[C:18](=[O:35])[CH2:17]3)(=[O:15])=[O:14])=[CH:9][CH:8]=2)[CH:5]=[CH:4][N:3]=[CH:2]1.[ClH:36]>C(OCC)(=O)C>[ClH:36].[N:1]1([CH2:6][C:7]2[CH:8]=[CH:9][C:10]([S:13]([N:16]3[CH2:21][CH2:20][N:19]([CH2:22][CH:23]4[CH2:28][CH2:27][N:26]([C:29]5[CH:30]=[CH:31][N:32]=[CH:33][CH:34]=5)[CH2:25][CH2:24]4)[C:18](=[O:35])[CH2:17]3)(=[O:14])=[O:15])=[CH:11][CH:12]=2)[CH:5]=[CH:4][N:3]=[CH:2]1 |f:3.4|. Starting materials: N1(C=NC=C1)CC1=CC=C(C=C1)S(=O)(=O)N1CC(N(CC1)CC1CCN(CC1)C1=CC=NC=C1)=O (4-[4-(1H-imidazol-1-ylmethyl)benzenesulfonyl]-1-[1-(4-pyridyl)piperidin-4-ylmethyl]-2-piperazinone), Cl (hydrochloric acid). Product: Cl.N1(C=NC=C1)CC1=CC=C(C=C1)S(=O)(=O)N1CC(N(CC1)CC1CCN(CC1)C1=CC=NC=C1)=O (4-[4-(1H-imidazol-1-ylmethyl)benzenesulfonyl]-1-[1-(4-pyridyl)piperidin-4-ylmethyl]-2-piperazinone Hydrochloride). Reported procedure: A mixture of 4-[4-(1H-imidazol-1-ylmethyl)benzenesulfonyl]-1-(piperidin-4-ylmethyl)-2-piperazinone dihydrochloride (209 mg) and chloropyridine hydrochloride (93 mg) was added to sodium bicarbonate solution, and the mixture was extracted with dichloromethane (twice), dried and concentrated. To the residue was added isoamylalcohol (10 ml), and the mixture was stirred at 130% for 15 hours. The reaction solution was concentrated, and the residue was dissolved in dichloromethane. The solution was was... The reactants are Oc1c(F)c(F)c(F)c(F)c1F, O=C(O)CCC(=O)NCc1ccnc(Nc2ccccc2)n1, CN(C)C=O. Yields the product O=C1CCC(=O)N1Cc1ccnc(Nc2ccccc2)n1. As a reaction SMILES: [F:23][c:24]1[c:25]([OH:26])[c:27]([F:28])[c:29]([F:30])[c:31]([F:32])[c:33]1[F:34].[NH:1]([c:2]1[cH:3][cH:4][cH:5][cH:6][cH:7]1)[c:8]1[n:9][cH:10][cH:11][c:12]([CH2:14][NH:15][C:16]([CH2:17][CH2:18][C:19](=[O:20])[OH:21])=[O:22])[n:13]1.[O:35]=[CH:36][N:37]([CH3:38])[CH3:39]>>[NH:1]([c:2]1[cH:3][cH:4][cH:5][cH:6][cH:7]1)[c:8]1[n:9][cH:10][cH:11][c:12]([CH2:14][N:15]2[C:16](=[O:22])[CH2:17][CH2:18][C:19]2=[O:21])[n:13]1.